Dataset: the Open Reaction Database (ORD), a public repository of structured organic reaction records. Task: describe an organic reaction: reactants, conditions, products, and yield Reactants: Cc1oc(-c2ccccc2)nc1COc1ccc(CON)cc1, CC(=O)O, CC(=O)[O-], CCO, [Na+], CCOC(=O)CCCCC(=O)c1ccccc1, O. The product is CCOC(=O)CCCCC(=NOCc1ccc(OCc2nc(-c3ccccc3)oc2C)cc1)c1ccccc1. Reaction SMILES: [CH3:1][c:2]1[c:3]([CH2:13][O:14][c:15]2[cH:16][cH:17][c:18]([CH2:19][O:20][NH2:21])[cH:22][cH:23]2)[n:4][c:5](-[c:7]2[cH:8][cH:9][cH:10][cH:11][cH:12]2)[o:6]1.[CH3:41][C:42](=[O:43])[OH:44].[CH3:46][C:47](=[O:48])[O-:49].[CH3:51][CH2:52][OH:53].[Na+:45].[O:24]=[C:25]([CH2:26][CH2:27][CH2:28][CH2:29][C:30](=[O:31])[O:32][CH2:33][CH3:34])[c:35]1[cH:36][cH:37][cH:38][cH:39][cH:40]1.[OH2:50]>>[CH3:1][c:2]1[c:3]([CH2:13][O:14][c:15]2[cH:16][cH:17][c:18]([CH2:19][O:20][N:21]=[C:25]([CH2:26][CH2:27][CH2:28][CH2:29][C:30](=[O:31])[O:32][CH2:33][CH3:34])[c:35]3[cH:36][cH:37][cH:38][cH:39][cH:40]3)[cH:22][cH:23]2)[n:4][c:5](-[c:7]2[cH:8][cH:9][cH:10][cH:11][cH:12]2)[o:6]1.